The task is: describe an organic reaction: reactants, conditions, products, and yield. This data is from the Open Reaction Database (ORD), a public repository of structured organic reaction records. Starting materials: ice water, [H-].[Na+] (sodium hydride), ClC1=CC(=C(C=C1NS(=O)(=O)C)N1C(N(C(=CC1=O)C(F)(F)F)C)=O)F (3-(4-chloro-2-fluoro-5-methanesulfonylaminophenyl)-1-methyl-6-trifluoromethyl-2,4(1H, 3H)-pyrimidinedione), CS(=O)(=O)Cl (methanesulfonyl chloride), resultant suspension. The solvent is O1CCCC1 (tetrahydrofuran). Product: ClC1=CC(=C(C=C1N(S(=O)(=O)C)S(=O)(=O)C)N1C(N(C(=CC1=O)C(F)(F)F)C)=O)F (3-[4-chloro-2-fluoro-5-bis(methanesulfonyl)aminophenyl]-1-methyl-6-trifluoromethyl -2,4(1H, 3H)-pyrimidinedione). Reaction SMILES: [H-].[Na+].[Cl:3][C:4]1[C:9]([NH:10][S:11]([CH3:14])(=[O:13])=[O:12])=[CH:8][C:7]([N:15]2[C:20](=[O:21])[CH:19]=[C:18]([C:22]([F:25])([F:24])[F:23])[N:17]([CH3:26])[C:16]2=[O:27])=[C:6]([F:28])[CH:5]=1.[CH3:29][S:30](Cl)(=[O:32])=[O:31]>O1CCCC1>[Cl:3][C:4]1[C:9]([N:10]([S:30]([CH3:29])(=[O:32])=[O:31])[S:11]([CH3:14])(=[O:13])=[O:12])=[CH:8][C:7]([N:15]2[C:20](=[O:21])[CH:19]=[C:18]([C:22]([F:25])([F:24])[F:23])[N:17]([CH3:26])[C:16]2=[O:27])=[C:6]([F:28])[CH:5]=1 |f:0.1|. Procedure details: To a suspension of 0.05g of sodium hydride(purity:60%) and 5 ml of tetrahydrofuran, 0.5g of 3-(4-chloro-2-fluoro-5-methanesulfonylaminophenyl)-1-methyl-6-trifluoromethyl-2,4(1H, 3H)-pyrimidinedione was added at a temperature of 0° C. Then 0.11 ml of methanesulfonyl chloride was added dropwise to the resultant suspension. After stirring for 7 hburs, the reaction mixture was poured into ice water and extracted with ethyl acetate. The extract of the ethyl acetate layer was washed with a saturated s... Reactants: OBO, O=C(O)c1ccccc1, O=C([O-])[O-], Cl, CC(C)S(=O)(=O)NCC(C)(F)c1ccc(I)cc1, [Na+], [Na+], C1COCCO1, O. The product is CC(C)S(=O)(=O)NCC(C)(F)c1ccc(-c2ccc(C(=O)O)cc2)cc1. RXN SMILES: [BH:19]([OH:20])[OH:21].[C:22](=[O:23])([OH:24])[c:25]1[cH:26][cH:27][cH:28][cH:29][cH:30]1.[C:31](=[O:32])([O-:33])[O-:34].[ClH:38].[F:1][C:2]([CH2:3][NH:4][S:5](=[O:6])(=[O:7])[CH:8]([CH3:9])[CH3:10])([CH3:11])[c:12]1[cH:13][cH:14][c:15]([I:18])[cH:16][cH:17]1.[Na+:35].[Na+:36].[O:39]1[CH2:40][CH2:41][O:42][CH2:43][CH2:44]1.[OH2:37]>>[F:1][C:2]([CH2:3][NH:4][S:5](=[O:6])(=[O:7])[CH:8]([CH3:9])[CH3:10])([CH3:11])[c:12]1[cH:13][cH:14][c:15](-[c:28]2[cH:27][cH:26][c:25]([C:22](=[O:23])[OH:24])[cH:30][cH:29]2)[cH:16][cH:17]1. The reactants are CCOC(=O)C1CCC(N2CC(NC(=O)CNc3nn(C(=O)NC(C)(C)C)c4ccc(C(F)(F)F)cc34)C2)CC1, O=C(O)C(F)(F)F. Product: CCOC(=O)C1CCC(N2CC(NC(=O)CNc3nn(C(N)=O)c4ccc(C(F)(F)F)cc34)C2)CC1. RXN SMILES: [CH2:1]([CH3:2])[O:3][C:4](=[O:5])[CH:6]1[CH2:7][CH2:8][CH:9]([N:12]2[CH2:13][CH:14]([NH:16][C:17]([CH2:18][NH:19][c:20]3[n:21][n:22]([C:33]([NH:34][C:35]([CH3:36])([CH3:37])[CH3:38])=[O:39])[c:23]4[cH:24][cH:25][c:26]([C:29]([F:30])([F:31])[F:32])[cH:27][c:28]34)=[O:40])[CH2:15]2)[CH2:10][CH2:11]1.[F:41][C:42]([F:43])([F:44])[C:45]([OH:46])=[O:47]>>[CH2:1]([CH3:2])[O:3][C:4](=[O:5])[CH:6]1[CH2:7][CH2:8][CH:9]([N:12]2[CH2:13][CH:14]([NH:16][C:17]([CH2:18][NH:19][c:20]3[n:21][n:22]([C:33]([NH2:34])=[O:39])[c:23]4[cH:24][cH:25][c:26]([C:29]([F:30])([F:31])[F:32])[cH:27][c:28]34)=[O:40])[CH2:15]2)[CH2:10][CH2:11]1. Starting materials: FC1=CC=C(C=C1)C1=CC(=NN1C1=CC=CC=C1)CCC=O (3-(5-(4-fluorophenyl)-1-phenyl-1H-pyrazol-3-yl)-propanal), [BH-](OC(=O)C)(OC(=O)C)OC(=O)C.[Na+] (NaBH(OAc)3), CC1=C(C=CC(=C1)C)N1CCNCC1 (1-(2,4-dimethylphenyl)piperazine), CCN(C(C)C)C(C)C (DIPEA). Yields the product FC1=CC=C(C=C1)C1=CC(=NN1C1=CC=CC=C1)CCCN1CCN(CC1)C1=C(C=C(C=C1)C)C (1-(3-(5-(4-fluorophenyl)-1-phenyl-1H-pyrazol-3-yl)propyl)-4-(2,4-dimethylphenyl)piperazine). Reaction SMILES: [F:1][C:2]1[CH:7]=[CH:6][C:5]([C:8]2[N:12]([C:13]3[CH:18]=[CH:17][CH:16]=[CH:15][CH:14]=3)[N:11]=[C:10]([CH2:19][CH2:20][CH:21]=O)[CH:9]=2)=[CH:4][CH:3]=1.[CH3:23][C:24]1[CH:29]=[C:28]([CH3:30])[CH:27]=[CH:26][C:25]=1[N:31]1[CH2:36][CH2:35][NH:34][CH2:33][CH2:32]1.CCN(C(C)C)C(C)C.[BH-](OC(C)=O)(OC(C)=O)OC(C)=O.[Na+]>>[F:1][C:2]1[CH:7]=[CH:6][C:5]([C:8]2[N:12]([C:13]3[CH:18]=[CH:17][CH:16]=[CH:15][CH:14]=3)[N:11]=[C:10]([CH2:19][CH2:20][CH2:21][N:34]3[CH2:35][CH2:36][N:31]([C:25]4[CH:26]=[CH:27][C:28]([CH3:30])=[CH:29][C:24]=4[CH3:23])[CH2:32][CH2:33]3)[CH:9]=2)=[CH:4][CH:3]=1 |f:3.4|. Procedure details: 96 mg (70%) of target compound was obtained by using a method same as in Example 1 by using 3-(5-(4-fluorophenyl)-1-phenyl-1H-pyrazol-3-yl)-propanal (80 mg, 0.272 mmol), 1-(2,4-dimethylphenyl)piperazine (52 mg, 0.272 mmol), DIPEA (0.071 mL, 0.408 mmol) and NaBH(OAc)3 (173 mg, 0.816 mmol). Reactants: BrCCCCBr (1,4 dibromobutane), OC1=CC=C(C(=O)OC)C=C1 (methyl 4-hydroxy-benzoate), C([O-])([O-])=O.[K+].[K+] (potassium carbonate). The solvent is CC(CC)=O (2-butanone). The product is BrCCCCOC1=CC=C(C(=O)OC)C=C1 (methyl 4-(4-bromobutyloxy)benzoate). Reaction SMILES: [Br:1][CH2:2][CH2:3][CH2:4][CH2:5]Br.[OH:7][C:8]1[CH:17]=[CH:16][C:11]([C:12]([O:14][CH3:15])=[O:13])=[CH:10][CH:9]=1.C(=O)([O-])[O-].[K+].[K+]>CC(=O)CC>[Br:1][CH2:2][CH2:3][CH2:4][CH2:5][O:7][C:8]1[CH:9]=[CH:10][C:11]([C:12]([O:14][CH3:15])=[O:13])=[CH:16][CH:17]=1 |f:2.3.4|. Procedure details: A mixture of 1,4 dibromobutane (50 ml), methyl 4-hydroxy-benzoate (15.2 g, 0.1 mole), potassium carbonate (40 g) in 2-butanone (500 ml) was refluxed for 24 hours. The mixture was filtered, solvent removed and the residue was chromatographed on silica gel eluted with chloroform/petrol and recrystallised from pentane to give methyl 4-(4-bromobutyloxy)benzoate (19.26 g). As a reaction SMILES: [CH3:21][CH2:22][OH:23].[Cl:13][CH2:14][c:15]1[cH:16][cH:17][cH:18][cH:19][cH:20]1.[Na+:12].[OH-:11].[OH:1][C:2](=[O:3])[c:4]1[cH:5][cH:6][c:7]([OH:8])[cH:9][cH:10]1>>[OH:1][C:2](=[O:3])[c:4]1[cH:5][cH:6][c:7]([O:8][CH2:14][c:15]2[cH:16][cH:17][cH:18][cH:19][cH:20]2)[cH:9][cH:10]1. The product is O=C(O)c1ccc(OCc2ccccc2)cc1. Reactants: CCO, ClCc1ccccc1, [Na+], [OH-], O=C(O)c1ccc(O)cc1. Starting materials: CCC1(CC)C(=O)N(C)c2ccccc21, O, O=[N+]([O-])O, O=S(=O)(O)O. Yields the product CCC1(CC)C(=O)N(C)c2ccc([N+](=O)[O-])cc21. As a reaction SMILES: [CH2:1]([CH3:2])[C:3]1([CH2:14][CH3:15])[C:4](=[O:13])[N:5]([CH3:12])[c:6]2[cH:7][cH:8][cH:9][cH:10][c:11]21.[OH2:20].[OH:16][N+:17]([O-:18])=[O:19].[S:21](=[O:22])(=[O:23])([OH:24])[OH:25]>>[CH2:1]([CH3:2])[C:3]1([CH2:14][CH3:15])[C:4](=[O:13])[N:5]([CH3:12])[c:6]2[cH:7][cH:8][c:9]([N+:17](=[O:16])[O-:18])[cH:10][c:11]21.